From a dataset of the Open Reaction Database (ORD), a public repository of structured organic reaction records. describe an organic reaction: reactants, conditions, products, and yield The reactants are CCO, CCCCCC, COC(=O)c1cc(Cl)ccc1O, NN, O. The product is NNC(=O)c1cc(Cl)ccc1O. RXN SMILES: [CH3:16][CH2:17][OH:18].[CH3:19][CH2:20][CH2:21][CH2:22][CH2:23][CH3:24].[CH3:1][O:2][C:3]([c:4]1[c:5]([OH:11])[cH:6][cH:7][c:8]([Cl:10])[cH:9]1)=[O:12].[NH2:14][NH2:15].[OH2:13]>>[O:2]=[C:3]([c:4]1[c:5]([OH:11])[cH:6][cH:7][c:8]([Cl:10])[cH:9]1)[NH:14][NH2:15].